Dataset: the Open Reaction Database (ORD), a public repository of structured organic reaction records. Task: describe an organic reaction: reactants, conditions, products, and yield The reactants are COC1(CCNCC1)CNC(=O)OC(C)(C)C (4-Methoxy-4-tert-butoxycarbonylaminomethylpiperidine), C1(=CC=CC=C1)S(=O)(=O)CCCCBr (4-phenylsulfonylbutyl bromide), C([O-])([O-])=O.[K+].[K+] (potassium carbonate). Yields the product COC1(CCN(CC1)CCCCS(=O)(=O)C1=CC=CC=C1)CNC(=O)OC(C)(C)C (4-methoxy-1-(4-phenylsulfonylbutyl)-4-tert-butoxycarbonylaminomethylpiperidine). Isolated yield 100.1%. RXN SMILES: [CH3:1][O:2][C:3]1([CH2:9][NH:10][C:11]([O:13][C:14]([CH3:17])([CH3:16])[CH3:15])=[O:12])[CH2:8][CH2:7][NH:6][CH2:5][CH2:4]1.[C:18]1([S:24]([CH2:27][CH2:28][CH2:29][CH2:30]Br)(=[O:26])=[O:25])[CH:23]=[CH:22][CH:21]=[CH:20][CH:19]=1.C(=O)([O-])[O-].[K+].[K+]>>[CH3:1][O:2][C:3]1([CH2:9][NH:10][C:11]([O:13][C:14]([CH3:17])([CH3:16])[CH3:15])=[O:12])[CH2:4][CH2:5][N:6]([CH2:30][CH2:29][CH2:28][CH2:27][S:24]([C:18]2[CH:23]=[CH:22][CH:21]=[CH:20][CH:19]=2)(=[O:25])=[O:26])[CH2:7][CH2:8]1 |f:2.3.4|. Procedure: 4-Methoxy-4-tert-butoxycarbonylaminomethylpiperidine (1.43 g), 4-phenylsulfonylbutyl bromide (1.7 g) and potassium carbonate (1.6 g) were reacted and treated in the same manner as in Preparation Example 138(1) to give 2.58 g of 4-methoxy-1-(4-phenylsulfonylbutyl)-4-tert-butoxycarbonylaminomethylpiperidine. The reactants are C(C)(C)(C)OC(=O)NCCCN1C(C2=CC(=CC=C2C2=C1C=1C=CC=CC1C2=O)NC(CCCC(=O)OC)=O)=O (Methyl 5-[(6-(3-((tert-Butoxycarbonyl)amino)propyl)-5,11-dioxo-6,11-dihydro-5H-indeno[1,2-c]isoquinolin-3-yl)amino]-5-oxopentanoate), FC(C(=O)O)(F)F (trifluoroacetic acid). Solvent: C(Cl)(Cl)Cl (chloroform). Yields the product NCCCN1C(C2=CC(=CC=C2C2=C1C=1C=CC=CC1C2=O)NC(CCCC(=O)OC)=O)=O (Methyl 5-[(6-(3-Aminopropyl)-5,11-dioxo-6,11-dihydro-5H-indeno[1,2-c]isoquinolin-3-yl)amino]-5-oxopentanoate). Reaction SMILES: C(OC([NH:8][CH2:9][CH2:10][CH2:11][N:12]1[C:21]2[C:22]3[CH:23]=[CH:24][CH:25]=[CH:26][C:27]=3[C:28](=[O:29])[C:20]=2[C:19]2[C:14](=[CH:15][C:16]([NH:30][C:31](=[O:39])[CH2:32][CH2:33][CH2:34][C:35]([O:37][CH3:38])=[O:36])=[CH:17][CH:18]=2)[C:13]1=[O:40])=O)(C)(C)C.FC(F)(F)C(O)=O>C(Cl)(Cl)Cl>[NH2:8][CH2:9][CH2:10][CH2:11][N:12]1[C:21]2[C:22]3[CH:23]=[CH:24][CH:25]=[CH:26][C:27]=3[C:28](=[O:29])[C:20]=2[C:19]2[C:14](=[CH:15][C:16]([NH:30][C:31](=[O:39])[CH2:32][CH2:33][CH2:34][C:35]([O:37][CH3:38])=[O:36])=[CH:17][CH:18]=2)[C:13]1=[O:40]. Procedure details: Compound 20 (0.150 g, 0.274 mmol) was treated with trifluoroacetic acid (1.0 mL) in chloroform (10 mL) for 2 h at room temperature. The solvent was removed on a rotary evaporator and the residue was then basified with 2 N NH3 in methanol to get the free amine, which was purified by silica gel column chromatography, eluting with chloroform-methanol, 9.0:1.0, to afford the product 25 (0.092 g, 75%) as a brown solid: mp 215-217° C. IR (KBr) 3075, 1729, 1687, 1673, 1572, 1532, 1433, 1202, 760, 722, ... Reactants: CS(=O)(=O)OCCCN(CCN1C(C2=C(C=C1)C=CO2)=O)S(=O)(=O)C2=C(C=CC=C2)[N+](=O)[O-] (3-{(2-Nitrobenzenesulfonyl)-[2-(7-oxo-7H-furo[2,3-c]pyridin-6-yl)ethyl]amino}propyl methanesulfonate), [I-].[Na+] (sodium iodide), CC(=O)C (acetone). Run in O (water). Yields the product ICCCN(S(=O)(=O)C1=C(C=CC=C1)[N+](=O)[O-])CCN1C(C2=C(C=C1)C=CO2)=O (N-(3-iodopropyl)-2-nitro-N-[2-(7-oxo-7H-furo[2,3-c]pyridin-6-yl)ethyl]benzenesulfonamide). Yield: 92.9%. As a reaction SMILES: CS(O[CH2:6][CH2:7][CH2:8][N:9]([S:22]([C:25]1[CH:30]=[CH:29][CH:28]=[CH:27][C:26]=1[N+:31]([O-:33])=[O:32])(=[O:24])=[O:23])[CH2:10][CH2:11][N:12]1[CH:17]=[CH:16][C:15]2[CH:18]=[CH:19][O:20][C:14]=2[C:13]1=[O:21])(=O)=O.[I-:34].[Na+].CC(C)=O>O>[I:34][CH2:6][CH2:7][CH2:8][N:9]([CH2:10][CH2:11][N:12]1[CH:17]=[CH:16][C:15]2[CH:18]=[CH:19][O:20][C:14]=2[C:13]1=[O:21])[S:22]([C:25]1[CH:30]=[CH:29][CH:28]=[CH:27][C:26]=1[N+:31]([O-:33])=[O:32])(=[O:24])=[O:23] |f:1.2|. Reported procedure: 3-{(2-Nitrobenzenesulfonyl)-[2-(7-oxo-7H-furo[2,3-c]pyridin-6-yl)ethyl]amino}propyl methanesulfonate (480 mg, 0.96 mmol) and sodium iodide (720 mg, 4.8 mmol) were added to acetone (20 ml), and heated under reflux for 5 hours. The reaction mixture was cooled to room temperature, water was added, and extraction with dichloromethane was performed. The organic layer was dried over sodium sulfate, and concentrated under reduced pressure to thereby obtain 474 mg (yield: 93%) of N-(3-iodopropyl)-2-nitr...